From a dataset of the Open Reaction Database (ORD), a public repository of structured organic reaction records. describe an organic reaction: reactants, conditions, products, and yield The reactants are BrC=1C(=C(C(=NC1)N)[N+](=O)[O-])N1CCN(CC1)CC1CCC1 (5-bromo-4-(4-(cyclobutylmethyl)piperazin-1-yl)-3-nitropyridin-2-amine), C(C1=CC=C(C=C1)OC)=O (p-anisaldehyde), [O-]S(=O)S(=O)[O-].[Na+].[Na+] (Na2S2O4). Run in CCO (EtOH), CCO (EtOH). Run at temperature 85 celsius. The product is BrC=1C(=C2C(=NC1)NC(=N2)C2=CC=C(C=C2)OC)N2CCN(CC2)CC2CCC2 (6-Bromo-7-(4-(cyclobutylmethyl)piperazin-1-yl)-2-(4-methoxyphenyl)-3H-imidazo[4,5-b]pyridine). Reaction SMILES: [Br:1][C:2]1[C:3]([N:12]2[CH2:17][CH2:16][N:15]([CH2:18][CH:19]3[CH2:22][CH2:21][CH2:20]3)[CH2:14][CH2:13]2)=[C:4]([N+:9]([O-])=O)[C:5]([NH2:8])=[N:6][CH:7]=1.[CH:23](=O)[C:24]1[CH:29]=[CH:28][C:27]([O:30][CH3:31])=[CH:26][CH:25]=1.[O-]S(S([O-])=O)=O.[Na+].[Na+]>CCO>[Br:1][C:2]1[C:3]([N:12]2[CH2:17][CH2:16][N:15]([CH2:18][CH:19]3[CH2:22][CH2:21][CH2:20]3)[CH2:14][CH2:13]2)=[C:4]2[N:9]=[C:23]([C:24]3[CH:29]=[CH:28][C:27]([O:30][CH3:31])=[CH:26][CH:25]=3)[NH:8][C:5]2=[N:6][CH:7]=1 |f:2.3.4|. Procedure: To a mixture of 5-bromo-4-(4-(cyclobutylmethyl)piperazin-1-yl)-3-nitropyridin-2-amine (0.036 g, 0.097 mmol) and EtOH (1 mL) was added p-anisaldehyde (0.015 g, 0.11 mmol) in EtOH (1.2 mL) followed by a freshly prepared aqueous solution of Na2S2O4 (1M; 0.29 mL, 0.29 mmol). The reaction mixture was heated at 85° C. for 24 h, then allowed to cool to room temperature and the solvents were removed in vacuo. The residue was absorbed on silica gel and purified by column chromatography on a Biotage SP1 s... The reactants are S(=O)(O)[O-].[Na+] (sodium hydrogensulfite), COC1=CC2=C(CCCC(C2)N)C=C1 (3-methoxy-6,7,8,9-tetrahydro-5H-benzocyclohepten-6-ylamine), C(C1=CC=CC=C1)OC1=C(C=C(C=C1)[C@H](CI)O[Si](CC)(CC)CC)NS(=O)(=O)C (N-[2-benzyloxy-5-[(1R)-2-iodo-1-(triethylsilyloxy)ethyl]phenyl]-methanesulfonamide), C(C)(C)N(C(C)C)CC (N,N-diisopropylethylamine). Solvent: CN(C(C)=O)C (N,N-dimethylacetamide). Yields the product C(C1=CC=CC=C1)OC1=C(C=C(C=C1)[C@H](CNC1CC2=C(CCC1)C=CC(=C2)OC)O)NS(=O)(=O)C (N-[2-benzyloxy-5-[(1R)-1-hydroxy-2-(3-methoxy-6,7,8,9-tetrahydro-5H-benzo-cyclohepten-6-ylamino)ethyl]phenyl]methanesulfonamide). The yield is 20.0%. Reaction SMILES: [CH3:1][O:2][C:3]1[CH:14]=[CH:13][C:6]2[CH2:7][CH2:8][CH2:9][CH:10]([NH2:12])[CH2:11][C:5]=2[CH:4]=1.[CH2:15]([O:22][C:23]1[CH:28]=[CH:27][C:26]([C@@H:29]([O:32][Si](CC)(CC)CC)[CH2:30]I)=[CH:25][C:24]=1[NH:40][S:41]([CH3:44])(=[O:43])=[O:42])[C:16]1[CH:21]=[CH:20][CH:19]=[CH:18][CH:17]=1.C(N(CC)C(C)C)(C)C.S([O-])(O)=O.[Na+]>CN(C)C(=O)C>[CH2:15]([O:22][C:23]1[CH:28]=[CH:27][C:26]([C@@H:29]([OH:32])[CH2:30][NH:12][CH:10]2[CH2:9][CH2:8][CH2:7][C:6]3[CH:13]=[CH:14][C:3]([O:2][CH3:1])=[CH:4][C:5]=3[CH2:11]2)=[CH:25][C:24]=1[NH:40][S:41]([CH3:44])(=[O:42])=[O:43])[C:16]1[CH:17]=[CH:18][CH:19]=[CH:20][CH:21]=1 |f:3.4|. Procedure: Under nitrogen, a solution of 3-methoxy-6,7,8,9-tetrahydro-5H-benzocyclohepten-6-ylamine (720 mg), N-[2-benzyloxy-5-[(1R)-2-iodo-1-(triethylsilyloxy)ethyl]phenyl]-methanesulfonamide (2.1 g) and N,N-diisopropylethylamine (2.6 ml) in N,N-dimethylacetamide (10 ml) was stirred at 110° C. for 96 hours. The resulting mixture was poured into aqueous 10% sodium hydrogensulfite and extracted with ethyl acetate. The organic layer was successively washed with saturated aqueous sodium hydrogencarbonate and ... Starting materials: C(CCC)NC(C(CO)(C)C)=O (N-butyl-3-hydroxy-2,2-dimethylpropanamide), [N+](=O)([O-])C1=C(C#N)C(=CC=C1)[N+](=O)[O-] (2,6-dinitrobenzonitrile). Yields the product C(CCC)NC(C(COC1=C(C(=CC=C1)[N+](=O)[O-])C#N)(C)C)=O (N-butyl-3-(2-cyano-3-nitrophenoxy)-2,2-dimethylpropanamide). Yield: 66.0%. Reaction SMILES: [CH2:1]([NH:5][C:6](=[O:12])[C:7]([CH3:11])([CH3:10])[CH2:8][OH:9])[CH2:2][CH2:3][CH3:4].[N+:13]([C:16]1[CH:23]=[CH:22][CH:21]=[C:20]([N+]([O-])=O)[C:17]=1[C:18]#[N:19])([O-:15])=[O:14]>>[CH2:1]([NH:5][C:6](=[O:12])[C:7]([CH3:11])([CH3:10])[CH2:8][O:9][C:20]1[CH:21]=[CH:22][CH:23]=[C:16]([N+:13]([O-:15])=[O:14])[C:17]=1[C:18]#[N:19])[CH2:2][CH2:3][CH3:4]. Reported procedure: Prepared as in Example 215c from N-butyl-3-hydroxy-2,2-dimethylpropanamide (Example 228c) and 2,6-dinitrobenzonitrile in 66% yield. MS 320 (MH+).